Dataset: the Open Reaction Database (ORD), a public repository of structured organic reaction records. Task: describe an organic reaction: reactants, conditions, products, and yield Starting materials: CC(C)C[Al+]CC(C)C, Cc1ccccc1, CCOC(=O)C=Cc1c(C(C)C)nn2c(Cl)ccc2c1-c1ccc(F)cc1, [H-]. The product is CC(C)c1nn2c(Cl)ccc2c(-c2ccc(F)cc2)c1C=CCO. As a reaction SMILES: [CH2:29]([Al+:30][CH2:31][CH:32]([CH3:33])[CH3:34])[CH:35]([CH3:36])[CH3:37].[CH3:38][c:39]1[cH:40][cH:41][cH:42][cH:43][cH:44]1.[Cl:1][c:2]1[cH:3][cH:4][c:5]2[n:6]1[n:7][c:8]([CH:25]([CH3:26])[CH3:27])[c:9]([CH:18]=[CH:19][C:20](=[O:21])[O:22][CH2:23][CH3:24])[c:10]2-[c:11]1[cH:12][cH:13][c:14]([F:17])[cH:15][cH:16]1.[H-:28]>>[Cl:1][c:2]1[cH:3][cH:4][c:5]2[n:6]1[n:7][c:8]([CH:25]([CH3:26])[CH3:27])[c:9]([CH:18]=[CH:19][CH2:20][OH:21])[c:10]2-[c:11]1[cH:12][cH:13][c:14]([F:17])[cH:15][cH:16]1. Starting materials: COC(=O)c1ccc(OC)c(OC)c1, COc1ccc(C(C)(C)N)cc1. The product is COc1ccc(C(C)(C)N)cc1OC. Reaction SMILES: [CH3:13][O:14][c:15]1[cH:16][c:17]([C:23]([O:24][CH3:25])=[O:26])[cH:18][cH:19][c:20]1[O:21][CH3:22].[CH3:1][O:2][c:3]1[cH:4][cH:5][c:6]([C:9]([CH3:10])([CH3:11])[NH2:12])[cH:7][cH:8]1>>[CH3:1][O:2][c:3]1[c:4]([O:14][CH3:13])[cH:5][c:6]([C:9]([CH3:10])([CH3:11])[NH2:12])[cH:7][cH:8]1. Reactants: resultant mixture, C(C)(C)OB(OC(C)C)OC(C)C (triisopropoxyborane), BrC1=C(C=CC=C1)C1=CC=CC=C1 (2-bromobiphenyl), C(CCC)[Li] (n-butyllithium), resultant mixture, Cl (hydrochloric acid), resultant solution, resultant mixture. The solvent is CCOCC (ether), CCOCC (ether), CCCCCC (hexane). Reaction conditions: temperature -67 celsius. Product: C=1(C(=CC=CC1)B(O)O)C1=CC=CC=C1 (2-biphenylboronic acid). The yield is 64.6%. As a reaction SMILES: Br[C:2]1[CH:7]=[CH:6][CH:5]=[CH:4][C:3]=1[C:8]1[CH:13]=[CH:12][CH:11]=[CH:10][CH:9]=1.C([Li])CCC.C([O:22][B:23](OC(C)C)[O:24]C(C)C)(C)C.Cl>CCOCC.CCCCCC>[C:3]1([C:8]2[CH:13]=[CH:12][CH:11]=[CH:10][CH:9]=2)[C:2]([B:23]([OH:24])[OH:22])=[CH:7][CH:6]=[CH:5][CH:4]=1. Reported procedure: Under an atmosphere of argon, 2-bromobiphenyl (20 g, 86 mmole) was dissolved into anhydrous ether (200 ml) and the resultant solution was cooled at −35° C. in a dry ice/methanol bath. To the cooled solution, a hexane solution of n-butyllithium (1.50 mole/liter, 63 ml, 95 mmole) was added dropwise and the resultant mixture was stirred at −20° C. for 1 hour. After the reaction mixture was cooled at −67° C., a solution (50 ml) of triisopropoxyborane (50 ml, 0.22 mole, 2.5 eq) in anhydrous ether was... The reactants are CCOC(=O)c1c(CC)c2cc(OC)c(F)cc2[nH]c1=O, O=P(Cl)(Cl)Cl. Yields the product CCOC(=O)c1c(Cl)nc2cc(F)c(OC)cc2c1CC. Reaction SMILES: [CH2:1]([CH3:2])[c:3]1[c:4]([C:17](=[O:18])[O:19][CH2:20][CH3:21])[c:5](=[O:16])[nH:6][c:7]2[cH:8][c:9]([F:15])[c:10]([O:13][CH3:14])[cH:11][c:12]12.[P:22]([Cl:23])([Cl:24])([Cl:25])=[O:26]>>[CH2:1]([CH3:2])[c:3]1[c:4]([C:17](=[O:18])[O:19][CH2:20][CH3:21])[c:5]([Cl:24])[n:6][c:7]2[cH:8][c:9]([F:15])[c:10]([O:13][CH3:14])[cH:11][c:12]12.